From a dataset of the Open Reaction Database (ORD), a public repository of structured organic reaction records. describe an organic reaction: reactants, conditions, products, and yield Reactants: CC1=CC=C2C(=N1)N=C(O2)C2=CC(=CC=C2)[N+](=O)[O-] (5-methyl-2-(3-nitro-phenyl)-oxazolo[4,5-b]pyridine), [Br-] (bromide), C1CC(=O)N(C1=O)Br (NBS), C1CC(=O)N(C1=O)Br (NBS), C(C1=CC=CC=C1)(=O)OOC(C1=CC=CC=C1)=O (benzoyl peroxide). Run in C(Cl)(Cl)(Cl)Cl (CCl4). Conditions: time 4 hour. The product is BrCC1=CC=C2C(=N1)N=C(O2)C2=CC(=CC=C2)[N+](=O)[O-] (5-bromomethyl-2-(3-nitro-phenyl)-oxazolo[4,5-b]pyridine). Reaction SMILES: [CH3:1][C:2]1[N:7]=[C:6]2[N:8]=[C:9]([C:11]3[CH:16]=[CH:15][CH:14]=[C:13]([N+:17]([O-:19])=[O:18])[CH:12]=3)[O:10][C:5]2=[CH:4][CH:3]=1.C1C(=O)N([Br:27])C(=O)C1.C(OOC(=O)C1C=CC=CC=1)(=O)C1C=CC=CC=1.[Br-]>C(Cl)(Cl)(Cl)Cl>[Br:27][CH2:1][C:2]1[N:7]=[C:6]2[N:8]=[C:9]([C:11]3[CH:16]=[CH:15][CH:14]=[C:13]([N+:17]([O-:19])=[O:18])[CH:12]=3)[O:10][C:5]2=[CH:4][CH:3]=1. Procedure details: In a typical run, 400 mg of 5-methyl-2-(3-nitro-phenyl)-oxazolo[4,5-b]pyridine (1.57 mmol) was suspended in 50 mL of CCl4 along with 280 mg (1.57 mmol) of NBS and 20 mg of benzoyl peroxide. The reaction mixture was stirred under reflux for 4 hours. LC/MS showed about 50% conversion to the desired bromide. After another 2 hours of reflux, no additional change was observed. Another 1 eq of NBS was added and reflux was continued for another 4 hours. LC/MS showed complete conversion. The reaction mi... Reactants: CCC(=O)C1=C(O)CC(c2c(C)cc(C)c(NS(C)(=O)=O)c2C)CC1=O, ClCCl, CCON, CC(=O)[O-], CCO, Cl, [Na+]. The product is CCON=C(CC)C1=C(O)CC(c2c(C)cc(C)c(NS(C)(=O)=O)c2C)CC1=O. RXN SMILES: [C:11]([CH2:12][CH3:13])(=[O:14])[C:15]1=[C:20]([OH:21])[CH2:19][CH:18]([c:22]2[c:23]([CH3:35])[c:24]([NH:30][S:31](=[O:32])(=[O:33])[CH3:34])[c:25]([CH3:29])[cH:26][c:27]2[CH3:28])[CH2:17][C:16]1=[O:36].[CH2:40]([Cl:41])[Cl:42].[CH2:7]([CH3:8])[O:9][NH2:10].[CH3:2][C:3](=[O:4])[O-:5].[CH3:37][CH2:38][OH:39].[ClH:6].[Na+:1]>>[CH2:7]([CH3:8])[O:9][N:10]=[C:11]([CH2:12][CH3:13])[C:15]1=[C:20]([OH:21])[CH2:19][CH:18]([c:22]2[c:23]([CH3:35])[c:24]([NH:30][S:31](=[O:32])(=[O:33])[CH3:34])[c:25]([CH3:29])[cH:26][c:27]2[CH3:28])[CH2:17][C:16]1=[O:36]. Starting materials: CO, Cl, CC(C)(C)OC(=O)N1CCN(CCF)CC1, [K+], [K+], O=C([O-])[O-]. The product is FCCN1CCNCC1. Reaction SMILES: [CH3:23][OH:24].[ClH:25].[F:1][CH2:2][CH2:3][N:4]1[CH2:5][CH2:6][N:7]([C:10]([O:11][C:12]([CH3:13])([CH3:14])[CH3:15])=[O:16])[CH2:8][CH2:9]1.[K+:17].[K+:18].[O-:19][C:20]([O-:21])=[O:22]>>[F:1][CH2:2][CH2:3][N:4]1[CH2:5][CH2:6][NH:7][CH2:8][CH2:9]1. The reactants are CCOC(C)=O, CC(C)[Mg+], [Cl-], [Cl-], O=Cc1ccc(Cl)o1, N#Cc1ccc(I)cc1, [NH4+], C1CCOC1, O. Yields the product N#Cc1ccc(C(O)c2ccc(Cl)o2)cc1. Reaction SMILES: [CH3:25][CH2:26][O:27][C:28](=[O:29])[CH3:30].[CH:11]([Mg+:12])([CH3:13])[CH3:14].[Cl-:10].[Cl-:23].[Cl:15][c:16]1[cH:17][cH:18][c:19]([CH:21]=[O:22])[o:20]1.[I:1][c:2]1[cH:3][cH:4][c:5]([C:6]#[N:7])[cH:8][cH:9]1.[NH4+:24].[O:32]1[CH2:33][CH2:34][CH2:35][CH2:36]1.[OH2:31]>>[c:2]1([CH:21]([c:19]2[cH:18][cH:17][c:16]([Cl:15])[o:20]2)[OH:22])[cH:3][cH:4][c:5]([C:6]#[N:7])[cH:8][cH:9]1. Reactants: C(C=C)NCCCC1=COC=C1 (N-allyl-3-(3-furyl)propylamine), C=O (formaldehyde). Run in C(C)(=O)O (acetic acid). Run at temperature 100 celsius, time 1 hour. Yields the product C(C=C)N1CC2=C(CCC1)C=CO2 (7-allyl-5,6,7,8-tetrahydro-4H-furo[2,3-c]azepine). As a reaction SMILES: [CH2:1]([NH:4][CH2:5][CH2:6][CH2:7][C:8]1[CH:12]=[CH:11][O:10][CH:9]=1)[CH:2]=[CH2:3].[CH2:13]=O>C(O)(=O)C>[CH2:1]([N:4]1[CH2:5][CH2:6][CH2:7][C:8]2[CH:12]=[CH:11][O:10][C:9]=2[CH2:13]1)[CH:2]=[CH2:3]. Procedure details: To a solution of 1.803 g (10.912 mmol) of N-allyl-3-(3-furyl)propylamine in 50 ml of acetic acid, 1.06 g (13.1 mmol) of 37% aqueous formaldehyde was added, followed by stirring at 100° C. for 1 hour. After the solvent was distilled off under reduced pressure, the residual solution was alkalified with aqueous sodium hydroxide, and extracted with dichloromethane 3 times. The combined organic layer was dried over anhydrous magnesium sulfate; the solvent was distilled off under reduced pressure. The... Starting materials: FC(C1=CC=C(C(CCNC2=C(N(C3=CC(=CC(=C23)Cl)Cl)C(=O)OC(C)(C)C)C(=O)OCC)=O)C=C1)(F)F (3-[(p-trifluoromethylphenacyl)methylamino]-2-carbethoxy-4,6-dichloro-1-(tert-butyloxycarbonyl)-indole), FC(C(=O)O)(F)F (trifluoracetic acid). Run in C(Cl)Cl (methylene chloride), C(C)(=O)OCC (ethyl acetate). The product is FC(C1=CC=C(C(CCNC2=C(NC3=CC(=CC(=C23)Cl)Cl)C(=O)OCC)=O)C=C1)(F)F (3-[(p-trifluoromethylphenacyl)methylamino]-2-carbethoxy-4,6-dichloroindole). RXN SMILES: [F:1][C:2]([F:38])([F:37])[C:3]1[CH:36]=[CH:35][C:6]([C:7](=[O:34])[CH2:8][CH2:9][NH:10][C:11]2[C:19]3[C:14](=[CH:15][C:16]([Cl:21])=[CH:17][C:18]=3[Cl:20])[N:13](C(OC(C)(C)C)=O)[C:12]=2[C:29]([O:31][CH2:32][CH3:33])=[O:30])=[CH:5][CH:4]=1.FC(F)(F)C(O)=O>C(Cl)Cl.C(OCC)(=O)C>[F:38][C:2]([F:1])([F:37])[C:3]1[CH:36]=[CH:35][C:6]([C:7](=[O:34])[CH2:8][CH2:9][NH:10][C:11]2[C:19]3[C:14](=[CH:15][C:16]([Cl:21])=[CH:17][C:18]=3[Cl:20])[NH:13][C:12]=2[C:29]([O:31][CH2:32][CH3:33])=[O:30])=[CH:5][CH:4]=1. Reported procedure: Dissolve 3-[(p-trifluoromethylphenacyl)methylamino]-2-carbethoxy-4,6-dichloro-1-(tert-butyloxycarbonyl)-indole from above in methylene chloride (5 mL). Add trifluoracetic acid (3 mL) and stir for 5 hours. Concentrate the reaction in vacuo, dilute with ethyl acetate (100 mL), wash with saturated sodium carbonate, dry over magnesium sulfate, filter and concentrate in vacuo. Recrystallize the residue from ethyl acetate/hexane to yield the title compound (820 mg). The reactants are N (ammonia), C=O (formaldehyde), FC1=CC=CC2=C1N=C(O2)C=2C(=NC=C(C2)C=2C=NN(C2)C2CCNCC2)N (3-(4-fluoro-1,3-benzoxazol-2-yl)-5-[1-(4-piperidyl)pyrazol-4-yl]pyridin-2-amine), [Na] (Sodium). Solvent: CO (methanol), ClCCl (dichloromethane), CO (methanol). Run at temperature 0 celsius, time 10 minute. Product: FC1=CC=CC2=C1N=C(O2)C=2C(=NC=C(C2)C=2C=NN(C2)C2CCN(CC2)C)N (3-(4-fluoro-1,3-benzoxazol-2-yl)-5-[1-(1-methyl-4-piperidyl)pyrazol-4-yl]pyridin-2-amine). RXN SMILES: [CH2:1]=O.[F:3][C:4]1[C:9]2[N:10]=[C:11]([C:13]3[C:14]([NH2:30])=[N:15][CH:16]=[C:17]([C:19]4[CH:20]=[N:21][N:22]([CH:24]5[CH2:29][CH2:28][NH:27][CH2:26][CH2:25]5)[CH:23]=4)[CH:18]=3)[O:12][C:8]=2[CH:7]=[CH:6][CH:5]=1.[Na].N>ClCCl.CO>[F:3][C:4]1[C:9]2[N:10]=[C:11]([C:13]3[C:14]([NH2:30])=[N:15][CH:16]=[C:17]([C:19]4[CH:20]=[N:21][N:22]([CH:24]5[CH2:25][CH2:26][N:27]([CH3:1])[CH2:28][CH2:29]5)[CH:23]=4)[CH:18]=3)[O:12][C:8]=2[CH:7]=[CH:6][CH:5]=1 |^1:30|. Reported procedure: 37% aqueous formaldehyde (0.015 ml) at 0° C., was added to a stirred solution of 3-(4-fluoro-1,3-benzoxazol-2-yl)-5-[1-(4-piperidyl)pyrazol-4-yl]pyridin-2-amine dissolved in dichloromethane (6 ml) and methanol (6 ml) over a period of 5 minutes. The resulting mixture was stirred at 0° C. for 10 minutes. Sodium triacetoxyhydroborate (233 mg) was added at 0° C. to the mixture and stirred at 0° C. for 1 hour. A solution of 7N ammonia in methanol (20 ml) was added to the mixture and adsorbed on silic... As a reaction SMILES: [F:1][C:2]1[CH:22]=[CH:21][C:5]([CH2:6][N:7]2[CH2:12][CH2:11][N:10]3[C:13](=[O:19])[CH:14]=[C:15]([OH:18])[C:16]([OH:17])=[C:9]3[C:8]2=[O:20])=[CH:4][CH:3]=1.[I:23]Cl>C(Cl)Cl>[F:1][C:2]1[CH:3]=[CH:4][C:5]([CH2:6][N:7]2[CH2:12][CH2:11][N:10]3[C:13](=[O:19])[C:14]([I:23])=[C:15]([OH:18])[C:16]([OH:17])=[C:9]3[C:8]2=[O:20])=[CH:21][CH:22]=1. Yields the product FC1=CC=C(CN2C(C=3N(CC2)C(C(=C(C3O)O)I)=O)=O)C=C1 (2-(4-Fluorobenzyl)-8,9-dihydroxy-7-iodo-3,4-dihydro-2H-pyrido[1,2-a]pyrazine-1,6-dione). Reaction conditions: time 8 hour. Starting materials: FC1=CC=C(CN2C(C=3N(CC2)C(C=C(C3O)O)=O)=O)C=C1 (2-(4-fluorobenzyl)-8,9-dihydroxy-3,4-dihydro-2H-pyrido[1,2-a]pyrazine-1,6-dione), ICl (iodine monochloride). Solvent: C(Cl)Cl (methylene chloride), C(Cl)Cl (methylene chloride). Procedure details: To a suspension of 2-(4-fluorobenzyl)-8,9-dihydroxy-3,4-dihydro-2H-pyrido[1,2-a]pyrazine-1,6-dione (5 g, 16.4 mmol) in methylene chloride (300 mL) at room temperature, a solution of iodine monochloride (2.8 g, 17.2 mmol) in methylene chloride (50 mL) was added. The suspension was stirred at room temperature overnight and concentrated under vacuum. The residue was dissolved in ethyl acetate and washed subsequently with an aqueous solution of sodium metabisulfite and brine. The organic extract was... Starting materials: COC1=C(C=C(C=C1C)C=1OC=2N=C(N=C(C2N1)OCCC)SC)C (2-(4-methoxy-3,5-dimethyl-phenyl)-5-methylsulfanyl-7-propoxy-oxazolo[5,4-d]pyrimidine), B(Br)(Br)Br (boron tribromide). The solvent is ClCCl (dichloromethane). Run at time 1 hour. Yields the product CC1=C(C(=CC(=C1)C=1OC=2N=C(N=C(C2N1)OCCC)SC)C)O (2,6-Dimethyl-4-(5-methylsulfanyl-7-propoxy-oxazolo[5,4-d]pyrimidin-2-yl)-phenol). Isolated yield 83.2%. RXN SMILES: C[O:2][C:3]1[C:8]([CH3:9])=[CH:7][C:6]([C:10]2[O:11][C:12]3[N:13]=[C:14]([S:23][CH3:24])[N:15]=[C:16]([O:19][CH2:20][CH2:21][CH3:22])[C:17]=3[N:18]=2)=[CH:5][C:4]=1[CH3:25].B(Br)(Br)Br>ClCCl>[CH3:9][C:8]1[CH:7]=[C:6]([C:10]2[O:11][C:12]3[N:13]=[C:14]([S:23][CH3:24])[N:15]=[C:16]([O:19][CH2:20][CH2:21][CH3:22])[C:17]=3[N:18]=2)[CH:5]=[C:4]([CH3:25])[C:3]=1[OH:2]. Reported procedure: To a solution of 2.5 g of 2-(4-methoxy-3,5-dimethyl-phenyl)-5-methylsulfanyl-7-propoxy-oxazolo[5,4-d]pyrimidine in 50 ml of dichloromethane 0.70 ml of boron tribromide were added slowly at −20° C. After 1 h at −20° C. and 2 h at room temperature, the mixture was quenched by addition of a saturated aqueous sodium hydrogencarbonate solution while maintaining a temperature below 5° C. The phases were separated, and then the aqueous phase was extracted twice with dichloromethane. The combined organi... The reactants are CC1=C(C=O)C=CC(=C1)C (2,4-dimethylbenzaldehyde), ClC1=C(N)C=CC(=C1)Cl (2,4-dichloroaniline), C1(=CC=C(C=C1)S(=O)(=O)O)C (p-toluenesulfonic acid). Solvent: C1(=CC=CC=C1)C (toluene). Product: CC1=C(C=NC2=C(C=C(C=C2)Cl)Cl)C=CC(=C1)C (N-(2,4-dimethylbenzylidene)-2,4-dichloroaniline). RXN SMILES: [CH3:1][C:2]1[CH:9]=[C:8]([CH3:10])[CH:7]=[CH:6][C:3]=1[CH:4]=O.[Cl:11][C:12]1[CH:18]=[C:17]([Cl:19])[CH:16]=[CH:15][C:13]=1[NH2:14].C1(C)C=CC(S(O)(=O)=O)=CC=1>C1(C)C=CC=CC=1>[CH3:1][C:2]1[CH:9]=[C:8]([CH3:10])[CH:7]=[CH:6][C:3]=1[CH:4]=[N:14][C:13]1[CH:15]=[CH:16][C:17]([Cl:19])=[CH:18][C:12]=1[Cl:11]. Procedure details: A mixture of 26.8 g. of 2,4-dimethylbenzaldehyde, 32.4 g. of 2,4-dichloroaniline, 0.20 g. of p-toluenesulfonic acid, and 150 ml of toluene is stirred under reflux using a Dean-Stark moisture trap. Evaporation of the mixture affords a solid which is recrystallized from ethanol to yield N-(2,4-dimethylbenzylidene)-2,4-dichloroaniline, mp 102°-106°.